From a dataset of the Open Reaction Database (ORD), a public repository of structured organic reaction records. describe an organic reaction: reactants, conditions, products, and yield Reactants: C(=O)[O-].[NH4+] (Ammonium formate), N1N=CC2=CC(=CC=C12)NS(=O)(=O)C1CCN(CC1)C(=O)OCC1=CC=CC=C1 (benzyl 4-[(1H-indazol-5-ylamino)sulfonyl]piperidine-1-carboxylate). Reagents/catalysts: [Pd] (Pd/C). The solvent is C(C)O (ethanol). The product is N1N=CC2=CC(=CC=C12)NS(=O)(=O)C1CCNCC1 (N-(1H-indazol-5-yl)piperidine-4-sulfonamide). The yield is 68.6%. As a reaction SMILES: C([O-])=O.[NH4+].[NH:5]1[C:13]2[C:8](=[CH:9][C:10]([NH:14][S:15]([CH:18]3[CH2:23][CH2:22][N:21](C(OCC4C=CC=CC=4)=O)[CH2:20][CH2:19]3)(=[O:17])=[O:16])=[CH:11][CH:12]=2)[CH:7]=[N:6]1>C(O)C.[Pd]>[NH:5]1[C:13]2[C:8](=[CH:9][C:10]([NH:14][S:15]([CH:18]3[CH2:23][CH2:22][NH:21][CH2:20][CH2:19]3)(=[O:17])=[O:16])=[CH:11][CH:12]=2)[CH:7]=[N:6]1 |f:0.1|. Procedure: Ammonium formate (250 mg) and 10%-Pd/C (50 mg) were added to a solution of benzyl 4-[(1H-indazol-5-ylamino)sulfonyl]piperidine-1-carboxylate (250 mg, 0.603 mmol) in ethanol (15 ml) at room temperature, and the resulting mixture was refluxed for 1 hour. The reaction mixture was filtered by the use of Celite, and the filtrate was concentrated and the resulting residue was dissolved in a mixture of chloroform and methanol, followed by adding thereto diethyl ether. The solid precipitated was collect... The reactants are CCS(=O)(=O)c1cnc(O)c([N+](=O)[O-])c1, CN(C)C=O, O=S(Cl)Cl. The product is CCS(=O)(=O)c1cnc(Cl)c([N+](=O)[O-])c1. RXN SMILES: [CH2:1]([CH3:2])[S:3](=[O:4])(=[O:5])[c:6]1[cH:7][c:8]([N+:13](=[O:14])[O-:15])[c:9]([OH:12])[n:10][cH:11]1.[CH3:16][N:17]([CH3:18])[CH:19]=[O:20].[S:21]([Cl:22])([Cl:23])=[O:24]>>[CH2:1]([CH3:2])[S:3](=[O:4])(=[O:5])[c:6]1[cH:7][c:8]([N+:13](=[O:14])[O-:15])[c:9]([Cl:23])[n:10][cH:11]1.